From a dataset of the Open Reaction Database (ORD), a public repository of structured organic reaction records. describe an organic reaction: reactants, conditions, products, and yield The reactants are COc1cc2nccc(Oc3ccc(N)cc3)c2cc1OC, Cc1ccccc1, O=C=Nc1ccc([N+](=O)[O-])cc1Cl. Product: COc1cc2nccc(Oc3ccc(NC(=O)Nc4ccc([N+](=O)[O-])cc4Cl)cc3)c2cc1OC. As a reaction SMILES: [CH3:1][O:2][c:3]1[cH:4][c:5]2[c:6]([O:15][c:16]3[cH:17][cH:18][c:19]([NH2:22])[cH:20][cH:21]3)[cH:7][cH:8][n:9][c:10]2[cH:11][c:12]1[O:13][CH3:14].[CH3:36][c:37]1[cH:38][cH:39][cH:40][cH:41][cH:42]1.[Cl:23][c:24]1[c:25]([N:33]=[C:34]=[O:35])[cH:26][cH:27][c:28]([N+:30](=[O:31])[O-:32])[cH:29]1>>[CH3:1][O:2][c:3]1[cH:4][c:5]2[c:6]([O:15][c:16]3[cH:17][cH:18][c:19]([NH:22][C:34]([NH:33][c:25]4[c:24]([Cl:23])[cH:29][c:28]([N+:30](=[O:31])[O-:32])[cH:27][cH:26]4)=[O:35])[cH:20][cH:21]3)[cH:7][cH:8][n:9][c:10]2[cH:11][c:12]1[O:13][CH3:14]. Starting materials: ClC(Cl)Cl, BrCCCOc1ccccc1, O=S(=O)(O)Cl. The product is [Cl-], O=S(=O)(O)c1ccc(OCCCBr)cc1. RXN SMILES: [CH:17]([Cl:18])([Cl:19])[Cl:20].[O:1]([c:2]1[cH:3][cH:4][cH:5][cH:6][cH:7]1)[CH2:8][CH2:9][CH2:10][Br:11].[S:12]([OH:13])(=[O:14])(=[O:15])[Cl:16]>>[Cl-:16].[O:1]([c:2]1[cH:3][cH:4][c:5]([S:12](=[O:13])(=[O:14])[OH:15])[cH:6][cH:7]1)[CH2:8][CH2:9][CH2:10][Br:11]. Reactants: Cl, CS(=O)(=O)Nc1c(F)cc(CN)cc1F, CC(C)(C)c1ccc(CNC(=O)Oc2ccccc2)cc1. Product: CC(C)(C)c1ccc(CNC(=O)NCc2cc(F)c(NS(C)(=O)=O)c(F)c2)cc1. As a reaction SMILES: [ClH:16].[NH2:1][CH2:2][c:3]1[cH:4][c:5]([F:15])[c:6]([NH:10][S:11](=[O:12])(=[O:13])[CH3:14])[c:7]([F:9])[cH:8]1.[c:17]1([O:23][C:24](=[O:18])[NH:25][CH2:26][c:27]2[cH:28][cH:29][c:30]([C:33]([CH3:34])([CH3:35])[CH3:36])[cH:31][cH:32]2)[cH:19][cH:20][cH:21][cH:22][cH:37]1>>[NH:1]([CH2:2][c:3]1[cH:4][c:5]([F:15])[c:6]([NH:10][S:11](=[O:12])(=[O:13])[CH3:14])[c:7]([F:9])[cH:8]1)[C:24](=[O:23])[NH:25][CH2:26][c:27]1[cH:28][cH:29][c:30]([C:33]([CH3:34])([CH3:35])[CH3:36])[cH:31][cH:32]1. The reactants are Cn1c(-c2ccc(F)cc2C(F)(F)F)nnc1C(C)(C)Oc1ccc(C(N)=O)cc1Br, C[S-], [Na+], CN(C)C=O, O. The product is CSc1ccc(-c2nnc(C(C)(C)Oc3ccc(C(N)=O)cc3Br)n2C)c(C(F)(F)F)c1. RXN SMILES: [Br:1][c:2]1[cH:3][c:4]([C:5](=[O:6])[NH2:7])[cH:8][cH:9][c:10]1[O:11][C:12]([CH3:13])([CH3:14])[c:15]1[n:16][n:17][c:18](-[c:21]2[c:22]([C:28]([F:29])([F:30])[F:31])[cH:23][c:24]([F:27])[cH:25][cH:26]2)[n:19]1[CH3:20].[CH3:32][S-:33].[Na+:34].[O:36]=[CH:37][N:38]([CH3:39])[CH3:40].[OH2:35]>>[Br:1][c:2]1[cH:3][c:4]([C:5](=[O:6])[NH2:7])[cH:8][cH:9][c:10]1[O:11][C:12]([CH3:13])([CH3:14])[c:15]1[n:16][n:17][c:18](-[c:21]2[c:22]([C:28]([F:29])([F:30])[F:31])[cH:23][c:24]([S:33][CH3:32])[cH:25][cH:26]2)[n:19]1[CH3:20]. The reactants are CN(C)C=O, [N-]=[N+]=[N-], [Na+], O, Cc1ccc(S(=O)(=O)OCC(O)CP(C)(=O)OCC(C)C)cc1. The product is CC(C)COP(C)(=O)CC(O)CN=[N+]=[N-]. As a reaction SMILES: [CH3:29][N:30]([CH3:31])[CH:32]=[O:33].[N-:25]=[N+:26]=[N-:27].[Na+:24].[OH2:28].[OH:1][CH:2]([CH2:3][P:4]([O:5][CH2:6][CH:7]([CH3:8])[CH3:9])(=[O:10])[CH3:11])[CH2:12][O:13][S:14]([c:15]1[cH:16][cH:17][c:18]([CH3:19])[cH:20][cH:21]1)(=[O:22])=[O:23]>>[OH:1][CH:2]([CH2:3][P:4]([O:5][CH2:6][CH:7]([CH3:8])[CH3:9])(=[O:10])[CH3:11])[CH2:12][N:25]=[N+:26]=[N-:27]. Starting materials: FC(C(=O)O)(F)F.N[C@@H](C(=O)N1CCC(CC1)C#N)C(C)(C)C (1-((R)-2-amino-3,3-dimethyl-butyryl)-piperidine-4-carbonitrile trifluoroacetate), C(C)N1N=CC(=C1)B1OC(C)(C)C(C)(C)O1 (1-ethyl-1H-pyrazole-4-boronic acid pinacol ester), Cl.N[C@@H](C(=O)N1CCCC1)C(C)(C)C ((R)-2-amino-3,3-dimethyl-1-pyrrolidin-1-yl-butan-1-one hydrochloride), FC(C=1C=C(C=C(C1)C(F)(F)F)B(O)O)(F)F (3,5-bis-trifluoromethyl-phenylboronic acid). Product: C(#N)C1CCN(CC1)C(=O)[C@@H](C(C)(C)C)NC(=O)C1=CNC2=NC=C(N=C21)C2=CC(=CC(=C2)C(F)(F)F)C(F)(F)F (2-(3,5-Bis-trifluoromethyl-phenyl)-5H-pyrrolo[2,3-b]pyrazine-7-carboxylic acid [(R)-1-(4-cyano-piperidine-1-carbonyl)-2,2-dimethyl-propyl]-amide). Reaction SMILES: F[C:2](F)(F)[C:3]([OH:5])=O.[NH2:8][C@H:9]([C:20]([CH3:23])([CH3:22])[CH3:21])[C:10]([N:12]1[CH2:17][CH2:16][CH:15]([C:18]#[N:19])[CH2:14][CH2:13]1)=[O:11].Cl.[NH2:25][C@H:26](C(C)(C)C)[C:27]([N:29]1[CH2:33][CH2:32]CC1)=O.[F:38][C:39]([F:54])([F:53])[C:40]1[CH:41]=[C:42](B(O)O)[CH:43]=[C:44]([C:46]([F:49])([F:48])[F:47])[CH:45]=1.[CH2:55]([N:57]1C=C(B2OC(C)(C)C(C)(C)O2)C=N1)C>>[C:18]([CH:15]1[CH2:14][CH2:13][N:12]([C:10]([C@H:9]([NH:8][C:3]([C:2]2[C:26]3[C:27](=[N:29][CH:33]=[C:32]([C:42]4[CH:41]=[C:40]([C:39]([F:54])([F:53])[F:38])[CH:45]=[C:44]([C:46]([F:49])([F:48])[F:47])[CH:43]=4)[N:25]=3)[NH:57][CH:55]=2)=[O:5])[C:20]([CH3:23])([CH3:22])[CH3:21])=[O:11])[CH2:17][CH2:16]1)#[N:19] |f:0.1,2.3|. Reported procedure: Prepared according to the procedure outlined in Example 2 substituting 1-((R)-2-amino-3,3-dimethyl-butyryl)-piperidine-4-carbonitrile trifluoroacetate for (R)-2-amino-3,3-dimethyl-1-pyrrolidin-1-yl-butan-1-one hydrochloride in Step 1 and 3,5-bis-trifluoromethyl-phenylboronic acid for 1-ethyl-1H-pyrazole-4-boronic acid pinacol ester in Step 2. MS: (M+H)+=581.